Dataset: the Open Reaction Database (ORD), a public repository of structured organic reaction records. Task: describe an organic reaction: reactants, conditions, products, and yield Reactants: C(CCC)[Li] (n-butyl lithium), C(C)OC(CC(=O)O)=C=O (3-ethoxy-3-carbonylpropionic acid), ClC1=C(C(=O)Cl)C=CC=N1 (2-chloronicotinoyl chloride). The solvent is O1CCCC1 (tetrahydrofuran), O1CCCC1 (tetrahydrofuran). The yield is 57.9%. Procedure details: 3-ethoxy-3-carbonylpropionic acid (13.2 g, 100 mmol) was dissolved in tetrahydrofuran (100 mL), n-butyl lithium (25.6 g, 400 mmol) was added dropwise at −78° C., reacted at low temperature for 1 h, 2-chloronicotinoyl chloride (17.5 g, 99.4 mmol) in tetrahydrofuran (20 mL) solution was added, and continuously reacted at low temperature for 3 h. After reaction was complete, extraction was performed with water/dichloromethane, organic phase was rotated for dryness, and separated by column chromatog... The product is C(C)OC(CC(=C=O)C=1C(=NC=CC1)Cl)=O (3-(2-chloropyridin-3-yl)-3-carbonylpropionic acid ethyl ester). RXN SMILES: C(O[C:4](=[C:9]=[O:10])[CH2:5][C:6]([OH:8])=[O:7])C.[CH2:11]([Li])[CH2:12]CC.[Cl:16][C:17]1[N:25]=[CH:24][CH:23]=[CH:22][C:18]=1C(Cl)=O>O1CCCC1>[CH2:11]([O:8][C:6](=[O:7])[CH2:5][C:4]([C:18]1[C:17]([Cl:16])=[N:25][CH:24]=[CH:23][CH:22]=1)=[C:9]=[O:10])[CH3:12]. Reactants: BrN1C(CCC1=O)=O (N-Bromosuccinimide), CC(C)(C)[O-].[K+] (t-BuOK), ClC=1C=C2C(=NC1)C=CC1=C(C2=O)C=C(C=C1)C=C (3-chloro-7-vinyl-5H-benzo[4,5]cyclohepta[1,2-b]pyridin-5-one), BrN1C(CCC1=O)=O (N-Bromosuccinimide). Run in O (water), O (water), CS(=O)C (DMSO), O (water). Reaction conditions: temperature 60 celsius, time 45 minute. The product is ClC=1C=C2C(=NC1)C=CC1=C(C2=O)C=C(C=C1)C1OC1 (3-chloro-7-oxiran-2-yl-5H-benzo[4,5]cyclohepta[1,2-b]pyridin-5-one). RXN SMILES: [Cl:1][C:2]1[CH:3]=[C:4]2[C:12](=[O:13])[C:11]3[CH:14]=[C:15]([CH:18]=[CH2:19])[CH:16]=[CH:17][C:10]=3[CH:9]=[CH:8][C:5]2=[N:6][CH:7]=1.BrN1C(=[O:26])CCC1=O.CC([O-])(C)C.[K+]>CS(C)=O.O>[Cl:1][C:2]1[CH:3]=[C:4]2[C:12](=[O:13])[C:11]3[CH:14]=[C:15]([CH:18]4[CH2:19][O:26]4)[CH:16]=[CH:17][C:10]=3[CH:9]=[CH:8][C:5]2=[N:6][CH:7]=1 |f:2.3|. Procedure details: 3-chloro-7-vinyl-5H-benzo[4,5]cyclohepta[1,2-b]pyridin-5-one (0.30 g, 1.12 mmol) was dissolved in 17 mL DMSO and 3.0 mL water. N-Bromosuccinimide (0.20 g, 1.12 mmol) was added and the reaction was heated in an oil bath at 60° C. for 1 hour at which time an additional 0.1 g N-Bromosuccinimide (0.56 mmol) was added and the mixture was stirred an additional 45 min at 60° C. The resulting mixture was diluted with water and extracted with ethyl acetate three times. The combined organics were washed w... Reactants: O=C([O-])[O-], CN(C)C=O, CCOC(C)=O, CC(C)I, Clc1cc2c(cn1)-c1nc(-c3ncc[nH]3)cn1CCO2, [Cs+], [Cs+], O. The product is CC(C)n1ccnc1-c1cn2c(n1)-c1cnc(Cl)cc1OCC2. RXN SMILES: [C:21](=[O:22])([O-:23])[O-:24].[CH3:31][N:32]([CH3:33])[CH:34]=[O:35].[CH3:37][CH2:38][O:39][C:40]([CH3:41])=[O:42].[CH:27]([CH3:28])([CH3:29])[I:30].[Cl:1][c:2]1[cH:3][c:4]2[c:5]([cH:19][n:20]1)-[c:6]1[n:7]([cH:11][c:12](-[c:14]3[nH:15][cH:16][cH:17][n:18]3)[n:13]1)[CH2:8][CH2:9][O:10]2.[Cs+:25].[Cs+:26].[OH2:36]>>[Cl:1][c:2]1[cH:3][c:4]2[c:5]([cH:19][n:20]1)-[c:6]1[n:7]([cH:11][c:12](-[c:14]3[n:15][cH:16][cH:17][n:18]3[CH:27]([CH3:28])[CH3:29])[n:13]1)[CH2:8][CH2:9][O:10]2.